From a dataset of the Open Reaction Database (ORD), a public repository of structured organic reaction records. describe an organic reaction: reactants, conditions, products, and yield Reactants: C(C)(C)(C)OC(=O)C(C(=O)OCC)(CC(C)C)C(F)F (ethyl 2-(tert-butoxycarbonyl)-2-(difluoromethyl)-4-methylvalerate). Run in FC(C(=O)O)(F)F (trifluoroacetic acid). Run at time 15 minute. The product is C(C(C)C)/C(/C(=O)OCC)=C\F ((E)-Ethyl 2-Isobutyl-3-fluoroacrylate). Reaction SMILES: [C:1]([O:5][C:6]([C:8]([CH:18](F)[F:19])([CH2:14][CH:15]([CH3:17])[CH3:16])C(OCC)=O)=[O:7])(C)(C)[CH3:2]>FC(F)(F)C(O)=O>[CH2:14](/[C:8](=[CH:18]\[F:19])/[C:6]([O:5][CH2:1][CH3:2])=[O:7])[CH:15]([CH3:16])[CH3:17]. Procedure details: A solution of ethyl 2-(tert-butoxycarbonyl)-2-(difluoromethyl)-4-methylvalerate (35.68 g) in trifluoroacetic acid (243 ml) is stirred for 1 hour, then the excess trifluoroacetic acid is removed by evaporation. The residual oil (30.89 g) is dissolved in THF (400 ml) and treated slowly with M NaOH (121 ml) so that the pH does not rise above 7.02. After completion of the addition the solution is stirred for another 15 minutes and the product is extracted into ether. Careful distillation at atmosphe... The reactants are CCOC(=O)c1c[nH]c2c(-c3c(OCC4CC4)ccc4c3OCO4)ncnc12, [Li+], C1COCCO1, [OH-], O. Product: O=C(O)c1c[nH]c2c(-c3c(OCC4CC4)ccc4c3OCO4)ncnc12. Reaction SMILES: [CH2:1]([CH3:2])[O:3][C:4](=[O:5])[c:6]1[cH:7][nH:8][c:9]2[c:10]1[n:11][cH:12][n:13][c:14]2-[c:15]1[c:16]([O:24][CH2:25][CH:26]2[CH2:27][CH2:28]2)[cH:17][cH:18][c:19]2[c:23]1[O:22][CH2:21][O:20]2.[Li+:30].[O:31]1[CH2:32][CH2:33][O:34][CH2:35][CH2:36]1.[OH-:29].[OH2:37]>>[O:3]=[C:4]([OH:5])[c:6]1[cH:7][nH:8][c:9]2[c:10]1[n:11][cH:12][n:13][c:14]2-[c:15]1[c:16]([O:24][CH2:25][CH:26]2[CH2:27][CH2:28]2)[cH:17][cH:18][c:19]2[c:23]1[O:22][CH2:21][O:20]2. Starting materials: CC(=Nc1ccc(NC(=O)CCl)cc1)N(C)C, Cl, C1CCOC1. The product is O=C(Cl)CCl, CC(=Nc1ccc(N)cc1)N(C)C. As a reaction SMILES: [Cl:2][CH2:3][C:4](=[O:5])[NH:6][c:7]1[cH:8][cH:9][c:10]([N:13]=[C:14]([CH3:15])[N:16]([CH3:17])[CH3:18])[cH:11][cH:12]1.[ClH:1].[O:19]1[CH2:20][CH2:21][CH2:22][CH2:23]1>>[Cl:1][C:4]([CH2:3][Cl:2])=[O:5].[NH2:6][c:7]1[cH:8][cH:9][c:10]([N:13]=[C:14]([CH3:15])[N:16]([CH3:17])[CH3:18])[cH:11][cH:12]1. Reactants: [OH-].[Na+] (sodium hydroxide), ClC(=O)OCC (ethyl chloroformate), C(C)(=O)O (acetic acid), C=1SC=C2NC3=C(NC(C21)=O)C=CC=C3 (4,9-dihydro-10H-thieno-[3,4-b][1,5]benzodiazepin-10-one). Solvent: O1CCCC1 (tetrahydrofuran). Run at temperature 0 celsius, time 4 hour. The product is CN1CCC(CC1)CC(=O)N1C=2C(C(NC3=C1C=CC=C3)=O)=CSC2 (4,9-dihydro-4-[(1-methyl-4-piperidinyl)-acetyl]-10H-thieno[3,4-b][1,5]benzodiazepin-10-one). As a reaction SMILES: ClC([O:4][CH2:5][CH3:6])=O.[C:7](O)(=O)[CH3:8].[CH:11]1[S:12][CH:13]=[C:14]2[C:20]=1[C:19](=[O:21])[NH:18][C:17]1[CH:22]=[CH:23][CH:24]=[CH:25][C:16]=1[NH:15]2.[OH-].[Na+]>O1CCCC1>[CH3:16][N:15]1[CH2:8][CH2:7][CH:11]([CH2:6][C:5]([N:15]2[C:16]3[CH:25]=[CH:24][CH:23]=[CH:22][C:17]=3[NH:18][C:19](=[O:21])[C:20]3=[CH:11][S:12][CH:13]=[C:14]23)=[O:4])[CH2:20][CH2:14]1 |f:3.4|. Reported procedure: A quantity of 1.1 gm of ethyl chloroformate was added dropwise at 0° C. at a suspension of 1.57 gm (10 mmol) of 1-methyl-4-piperidinyl)acetic acid in 20 ml of tetrahydrofuran. Then, 2.16 gm (10 mmol) of 4,9-dihydro-10H-thieno-[3,4-b][1,5]benzodiazepin-10-one were added to the resulting suspension, which was then stirred for one hour at 0° C. and for a further four hours at ambient temperature. The suspension was then poured onto 160 ml of 2 N sodium hydroxide solution and extracted with toluene,... The reactants are ClCCl, O=C(O)c1cc(Cl)cc(Cl)c1, O=S(Cl)Cl. Product: O=C(Cl)c1cc(Cl)cc(Cl)c1. Reaction SMILES: [CH2:16]([Cl:17])[Cl:18].[Cl:1][c:2]1[cH:3][c:4]([C:5](=[O:6])[OH:7])[cH:8][c:9]([Cl:11])[cH:10]1.[S:12]([Cl:13])([Cl:14])=[O:15]>>[Cl:1][c:2]1[cH:3][c:4]([C:5](=[O:6])[Cl:14])[cH:8][c:9]([Cl:11])[cH:10]1. Reactants: C(OCC)(OC1=CC=C(C=C1)S(=O)(=O)N1C=2C=CC=CC2C2=CC=C(C=C2[C@H]1C)F)=O (ethyl 4-{[(R)-8-fluoro-6-methylphenanthridin-5(6H)-yl]sulfonyl}phenyl carbonate), [OH-].[Na+] (sodium hydroxide). RXN SMILES: C(=O)([O:5][C:6]1[CH:11]=[CH:10][C:9]([S:12]([N:15]2[C@H:28]([CH3:29])[C:27]3[C:22](=[CH:23][CH:24]=[C:25]([F:30])[CH:26]=3)[C:21]3[CH:20]=[CH:19][CH:18]=[CH:17][C:16]2=3)(=[O:14])=[O:13])=[CH:8][CH:7]=1)OCC.[OH-].[Na+]>CO>[F:30][C:25]1[CH:26]=[C:27]2[C:22](=[CH:23][CH:24]=1)[C:21]1[CH:20]=[CH:19][CH:18]=[CH:17][C:16]=1[N:15]([S:12]([C:9]1[CH:8]=[CH:7][C:6]([OH:5])=[CH:11][CH:10]=1)(=[O:14])=[O:13])[C@@H:28]2[CH3:29] |f:1.2|. Yield: 100.0%. The solvent is CO (methanol). Product: FC=1C=C2[C@H](N(C=3C=CC=CC3C2=CC1)S(=O)(=O)C1=CC=C(C=C1)O)C (4-{[(R)-8-fluoro-6-methylphenanthridin-5(6H)-yl]sulfonyl}phenol), solid. Procedure: The title compound was prepared from ethyl 4-{[(R)-8-fluoro-6-methylphenanthridin-5(6H)-yl]sulfonyl}phenyl carbonate (0.05 g, 0.11 mmol), a 2.5 N aqueous sodium hydroxide solution (2 mL, 5 mmol), and methanol (2 mL), according to the procedure and in the same manner as described in Example 32, Method A, Step e to yield 4-{[(R)-8-fluoro-6-methylphenanthridin-5(6H)-yl]sulfonyl}phenol* as a solid (0.04 g, 100%), m.p. 193° C.; The reactants are CC(C)n1cc(C(=O)O)c2ccc(Br)cc21, O=C([O-])[O-], CN(C)C=O, CI, [K+], [K+], O. The product is COC(=O)c1cn(C(C)C)c2cc(Br)ccc12. RXN SMILES: [Br:1][c:2]1[cH:3][cH:4][c:5]2[c:6]([C:14](=[O:15])[OH:16])[cH:7][n:8]([CH:11]([CH3:12])[CH3:13])[c:9]2[cH:10]1.[C:17](=[O:18])([O-:19])[O-:20].[CH3:26][N:27]([CH3:28])[CH:29]=[O:30].[I:23][CH3:24].[K+:21].[K+:22].[OH2:25]>>[Br:1][c:2]1[cH:3][cH:4][c:5]2[c:6]([C:14](=[O:15])[O:16][CH3:17])[cH:7][n:8]([CH:11]([CH3:12])[CH3:13])[c:9]2[cH:10]1. The reactants are C1CCOC1, CCOC(C)=O, C#CC(C)(C)O, CC(C)NC(C)C, I[Cu]I, NC1=NC2(CO1)c1cc(I)ccc1Oc1ncc(Br)cc12, O, c1ccc(P(c2ccccc2)(c2ccccc2)[Pd](P(c2ccccc2)(c2ccccc2)c2ccccc2)(P(c2ccccc2)(c2ccccc2)c2ccccc2)P(c2ccccc2)(c2ccccc2)c2ccccc2)cc1. The product is CC(C)(O)C#Cc1ccc2c(c1)C1(COC(N)=N1)c1cc(Br)cnc1O2. As a reaction SMILES: [CH2:22]1[O:23][CH2:24][CH2:25][CH2:26]1.[CH3:121][CH2:122][O:123][C:124](=[O:125])[CH3:126].[CH3:27][C:28]([CH3:29])([C:30]#[CH:31])[OH:32].[CH:33]([NH:34][CH:35]([CH3:36])[CH3:37])([CH3:38])[CH3:39].[Cu:118]([I:119])[I:120].[I:1][c:2]1[cH:3][c:4]2[c:14]([cH:15][cH:16]1)[O:13][c:7]1[c:6]([cH:11][c:10]([Br:12])[cH:9][n:8]1)[C:5]21[N:17]=[C:18]([NH2:21])[O:19][CH2:20]1.[OH2:40].[cH:41]1[cH:42][cH:43][c:44]([P:45]([Pd:46]([P:47]([c:48]2[cH:49][cH:50][cH:51][cH:52][cH:53]2)([c:54]2[cH:55][cH:56][cH:57][cH:58][cH:59]2)[c:60]2[cH:61][cH:62][cH:63][cH:64][cH:65]2)([P:66]([c:67]2[cH:68][cH:69][cH:70][cH:71][cH:72]2)([c:73]2[cH:74][cH:75][cH:76][cH:77][cH:78]2)[c:79]2[cH:80][cH:81][cH:82][cH:83][cH:84]2)[P:85]([c:86]2[cH:87][cH:88][cH:89][cH:90][cH:91]2)([c:92]2[cH:93][cH:94][cH:95][cH:96][cH:97]2)[c:98]2[cH:99][cH:100][cH:101][cH:102][cH:103]2)([c:104]2[cH:105][cH:106][cH:107][cH:108][cH:109]2)[c:110]2[cH:111][cH:112][cH:113][cH:114][cH:115]2)[cH:116][cH:117]1>>[c:2]1([C:31]#[C:30][C:28]([CH3:27])([CH3:29])[OH:32])[cH:3][c:4]2[c:14]([cH:15][cH:16]1)[O:13][c:7]1[c:6]([cH:11][c:10]([Br:12])[cH:9][n:8]1)[C:5]21[N:17]=[C:18]([NH2:21])[O:19][CH2:20]1. Reactants: Cn1c(-c2ccccn2)nc(-c2ccc(Br)cc2)c1Sc1ccc(Cl)cc1, C[Si](C)(C)[N-][Si](C)(C)C, [Li+]. Yields the product Cn1c(-c2ccccn2)nc(-c2ccc(N)cc2)c1Sc1ccc(Cl)cc1. RXN SMILES: [Br:1][c:2]1[cH:3][cH:4][c:5](-[c:8]2[n:9][c:10](-[c:22]3[n:23][cH:24][cH:25][cH:26][cH:27]3)[n:11]([CH3:21])[c:12]2[S:13][c:14]2[cH:15][cH:16][c:17]([Cl:20])[cH:18][cH:19]2)[cH:6][cH:7]1.[CH3:29][Si:30]([N-:33][Si:31]([CH3:32])([CH3:34])[CH3:35])([CH3:36])[CH3:37].[Li+:28]>>[c:2]1([NH2:33])[cH:3][cH:4][c:5](-[c:8]2[n:9][c:10](-[c:22]3[n:23][cH:24][cH:25][cH:26][cH:27]3)[n:11]([CH3:21])[c:12]2[S:13][c:14]2[cH:15][cH:16][c:17]([Cl:20])[cH:18][cH:19]2)[cH:6][cH:7]1. Starting materials: C(CCC)[Li] (n-butyllithium), CC1(OC2=C(O1)C=C1C(OC(O1)(C)C)=C2)C (2,2,6,6-Tetramethylbenzo[1,2-d:4,5-d']-bis(1,3)dioxole), [OH-].[Na+] (NaOH), C(=O)=O (carbon dioxide). Run in CCCCCC (hexane), O (Water), C1CCOC1 (THF). Reaction conditions: temperature -20 celsius, time 8 hour. The product is CC1(OC2=C(O1)C(=C1C(OC(O1)(C)C)=C2)C(=O)O)C (2,2,6,6-Tetramethylbenzo[1,2-d:4,5-d']-bis(1,3)dioxole-4-carboxylic acid). As a reaction SMILES: [CH3:1][C:2]1([CH3:16])[O:6][C:5]2[CH:7]=[C:8]3[O:12][C:11]([CH3:14])([CH3:13])[O:10][C:9]3=[CH:15][C:4]=2[O:3]1.C([Li])CCC.[C:22](=[O:24])=[O:23].[OH-].[Na+]>C1COCC1.CCCCCC.O>[CH3:13][C:11]1([CH3:14])[O:10][C:9]2[C:15]([C:22]([OH:24])=[O:23])=[C:4]3[O:3][C:2]([CH3:16])([CH3:1])[O:6][C:5]3=[CH:7][C:8]=2[O:12]1 |f:3.4|. Procedure details: 2,2,6,6-Tetramethylbenzo[1,2-d:4,5-d']-bis(1,3)dioxole (10.0 g, 45.0 mmol; prepared according to WO-91/12024) was dissolved in dry THF (200 mL) under an argon atmosphere. The solution was cooled to -20° C. and n-butyllithium (20.0 mL, 50.0 mmol) in hexane was added. After attaining ambient temperature, the reaction mixture was transferred onto solid carbon dioxide (150 g) and allowed to stand overnight. Water (200 mL) was added and pH was adjusted to 10 using 2M aqueous NaOH. After washing with ...